From a dataset of the Open Reaction Database (ORD), a public repository of structured organic reaction records. describe an organic reaction: reactants, conditions, products, and yield The reactants are CCN=C=NCCCN(C)C (EDCI), C=1C=CC2=C(C1)N=NN2O (HOBt), CCN(C(C)C)C(C)C (DIPEA), Cl.OC1CNC1 (3-hydroxyazetidine hydrochloride), BrC=1C=CC2=C(OCCC3=C2SC(=C3)C(=O)N(C)C=3C=C(C(=O)O)C=CC3Cl)C1 (3-(8-bromo-N-methyl-4,5-dihydrobenzo[b]thieno[2,3-d]oxepine-2-carboxamido)-4-chlorobenzoic acid). Run in C1CCOC1 (THF), O (water). Reaction conditions: time 8 hour. Product: BrC=1C=CC2=C(OCCC3=C2SC(=C3)C(=O)N(C)C3=C(C=CC(=C3)C(=O)N3CC(C3)O)Cl)C1 (8-bromo-N-(2-chloro-5-(3-hydroxyazetidine-1-carbonyl)phenyl)-N-methyl-4,5-dihydrobenzo[b]thieno[2,3-d]oxepine-2-carboxamide). Yield: 57.6%. Reaction SMILES: [Br:1][C:2]1[CH:3]=[CH:4][C:5]2[C:11]3[S:12][C:13]([C:15]([N:17]([C:19]4[CH:20]=[C:21]([CH:25]=[CH:26][C:27]=4[Cl:28])[C:22](O)=[O:23])[CH3:18])=[O:16])=[CH:14][C:10]=3[CH2:9][CH2:8][O:7][C:6]=2[CH:29]=1.CCN=C=NCCCN(C)C.C1C=CC2N(O)N=NC=2C=1.CCN(C(C)C)C(C)C.Cl.[OH:61][CH:62]1[CH2:65][NH:64][CH2:63]1>C1COCC1.O>[Br:1][C:2]1[CH:3]=[CH:4][C:5]2[C:11]3[S:12][C:13]([C:15]([N:17]([C:19]4[CH:20]=[C:21]([C:22]([N:64]5[CH2:65][CH:62]([OH:61])[CH2:63]5)=[O:23])[CH:25]=[CH:26][C:27]=4[Cl:28])[CH3:18])=[O:16])=[CH:14][C:10]=3[CH2:9][CH2:8][O:7][C:6]=2[CH:29]=1 |f:4.5|. Reported procedure: To a mixture of 3-(8-bromo-N-methyl-4,5-dihydrobenzo[b]thieno[2,3-d]oxepine-2-carboxamido)-4-chlorobenzoic acid (2.5 g, 5.07 mmol) in THF (50 mL) was added EDCI (1.94 g, 10.14 mmol), HOBt (1.03 g, 7.61 mmol), DIPEA (5 mL) and 3-hydroxyazetidine hydrochloride (0.83 g, 7.61 mmol) by sequence under nitrogen atmosphere at room temperature. The reaction mixture was stirred overnight, diluted with water, extracted with EtOAc. The organic layer was dried over Na2SO4, concentrated in vacuo. The crude pr... The reactants are OB(O)c1ccc(Br)nc1, CC(=O)[O-], CC(=O)[O-], ClCCl, [Cu+2], c1ccc(CN2CCc3c[nH]nc3CC2)cc1, c1ccncc1. The product is Brc1ccc(-n2cc3c(n2)CCN(Cc2ccccc2)CC3)cn1. Reaction SMILES: [Br:18][c:19]1[cH:20][cH:21][c:22]([B:25]([OH:26])[OH:27])[cH:23][n:24]1.[C:37]([O-:38])(=[O:39])[CH3:40].[C:42]([O-:43])(=[O:44])[CH3:45].[Cl:34][CH2:35][Cl:36].[Cu+2:41].[c:1]1([CH2:7][N:8]2[CH2:9][CH2:10][c:11]3[c:12]([cH:15][nH:16][n:17]3)[CH2:13][CH2:14]2)[cH:2][cH:3][cH:4][cH:5][cH:6]1.[cH:28]1[cH:29][cH:30][n:31][cH:32][cH:33]1>>[c:1]1([CH2:7][N:8]2[CH2:9][CH2:10][c:11]3[c:12]([cH:15][n:16](-[c:22]4[cH:21][cH:20][c:19]([Br:18])[n:24][cH:23]4)[n:17]3)[CH2:13][CH2:14]2)[cH:2][cH:3][cH:4][cH:5][cH:6]1. Starting materials: COc1ccc2cc(C(C)C(=O)O)ccc2c1, CCN=C=NCCCN(C)C, CN(C)c1ccncc1, CC(C)=O, Cl, O=[N+]([O-])C(CO)(CO)CO. The product is COc1ccc2cc(C(C)C(=O)OCC(CO)(CO)[N+](=O)[O-])ccc2c1. As a reaction SMILES: [CH3:1][O:2][c:3]1[cH:4][c:5]2[cH:6][cH:7][c:8]([CH:13]([C:14](=[O:15])[OH:16])[CH3:17])[cH:9][c:10]2[cH:11][cH:12]1.[CH3:29][N:30]([CH3:31])[CH2:32][CH2:33][CH2:34][N:35]=[C:36]=[N:37][CH2:38][CH3:39].[CH3:40][N:41]([c:42]1[cH:43][cH:44][n:45][cH:46][cH:47]1)[CH3:48].[CH3:49][C:50](=[O:51])[CH3:52].[ClH:28].[OH:18][CH2:19][C:20]([CH2:21][OH:22])([CH2:23][OH:24])[N+:25](=[O:26])[O-:27]>>[CH3:1][O:2][c:3]1[cH:4][c:5]2[cH:6][cH:7][c:8]([CH:13]([C:14](=[O:15])[O:16][CH2:23][C:20]([CH2:19][OH:18])([CH2:21][OH:22])[N+:25](=[O:26])[O-:27])[CH3:17])[cH:9][c:10]2[cH:11][cH:12]1.